The task is: describe an organic reaction: reactants, conditions, products, and yield. This data is from the Open Reaction Database (ORD), a public repository of structured organic reaction records. The reactants are C1(=CC=CC=C1)CCCCN (Phenylbutylamine), N(CC(=O)O)C(=O)OC(C)(C)C (BOC-Gly). Solvent: O1CCOCC1 (dioxane), C(=O)([O-])[O-].[K+].[K+] (K2CO3), C(Cl)Cl (CH2Cl2). Reaction conditions: time 16 hour. Yields the product C(C)(C)(C)OC(NCC(NCCCCC1=CC=CC=C1)=O)=O ([(4-phenyl-butylcarbamoyl)-methyl]-carbamic acid tert-butyl ester). RXN SMILES: [C:1]1([CH2:7][CH2:8][CH2:9][CH2:10][NH2:11])[CH:6]=[CH:5][CH:4]=[CH:3][CH:2]=1.[NH:12]([C:17]([O:19][C:20]([CH3:23])([CH3:22])[CH3:21])=[O:18])[CH2:13][C:14](O)=[O:15]>O1CCOCC1.C([O-])([O-])=O.[K+].[K+].C(Cl)Cl>[C:20]([O:19][C:17](=[O:18])[NH:12][CH2:13][C:14](=[O:15])[NH:11][CH2:10][CH2:9][CH2:8][CH2:7][C:1]1[CH:6]=[CH:5][CH:4]=[CH:3][CH:2]=1)([CH3:23])([CH3:21])[CH3:22] |f:3.4.5|. Procedure: Phenylbutylamine (8.2 g, 52 mmol) is added to a mixture of BOC-Gly-PNB (14.82 g, 50 mmol) in dioxane (60 mL) and 1 M K2CO3 (60 mL). The mixture is stirred 16 h and then diluted with CH2Cl2 and washed with a saturated NaHCO3 solution until the organic phase is colorless. The organics are dried (MgSO4) and concentrated to provide [(4-phenyl-butylcarbamoyl)-methyl]-carbamic acid tert-butyl ester which is used as is without further purification. Starting materials: BrC1=CC=C(C=C1)C(C1=CC=C(C=C1)O)=C1CC(CC(C1)(C)C)(C)C (4-[(4-Bromophenyl)(3,3,5,5-tetramethylcyclohexylidene)methyl]phenol), 4-dihydroxyborane benzoic acid, C(=O)([O-])[O-].[Na+].[Na+] (Na2CO3), 4-dihydroxyborane benzoic acid, C([O-])([O-])=O.[Na+].[Na+] (sodium carbonate). The reagents and catalysts are C=1C=CC(=CC1)[P](C=2C=CC=CC2)(C=3C=CC=CC3)[Pd]([P](C=4C=CC=CC4)(C=5C=CC=CC5)C=6C=CC=CC6)([P](C=7C=CC=CC7)(C=8C=CC=CC8)C=9C=CC=CC9)[P](C=1C=CC=CC1)(C=1C=CC=CC1)C=1C=CC=CC1 (tetrakis(triphenylphosphine)palladium(0)), C=1C=CC(=CC1)[P](C=2C=CC=CC2)(C=3C=CC=CC3)[Pd]([P](C=4C=CC=CC4)(C=5C=CC=CC5)C=6C=CC=CC6)([P](C=7C=CC=CC7)(C=8C=CC=CC8)C=9C=CC=CC9)[P](C=1C=CC=CC1)(C=1C=CC=CC1)C=1C=CC=CC1 (tetrakis(triphenylphosphine)palladium(0)). Solvent: COCCOC (ethylene glycol dimethyl ether), COCCOC (ethylene glycol dimethyl ether). Reaction conditions: time 6 day. The product is OC1=CC=C(C=C1)C(C1=CC=C(C=C1)C1=CC=C(C=C1)C(=O)O)=C1CC(CC(C1)(C)C)(C)C (4′-[(4-Hydroxyphenyl)(3,3,5,5-tetramethylcyclohexylidene)methyl]-4-biphenylcarboxylic acid). As a reaction SMILES: Br[C:2]1[CH:7]=[CH:6][C:5]([C:8](=[C:16]2[CH2:21][C:20]([CH3:23])([CH3:22])[CH2:19][C:18]([CH3:25])([CH3:24])[CH2:17]2)[C:9]2[CH:14]=[CH:13][C:12]([OH:15])=[CH:11][CH:10]=2)=[CH:4][CH:3]=1.[C:26]([O-:29])([O-])=[O:27].[Na+].[Na+]>C1C=CC([P]([Pd]([P](C2C=CC=CC=2)(C2C=CC=CC=2)C2C=CC=CC=2)([P](C2C=CC=CC=2)(C2C=CC=CC=2)C2C=CC=CC=2)[P](C2C=CC=CC=2)(C2C=CC=CC=2)C2C=CC=CC=2)(C2C=CC=CC=2)C2C=CC=CC=2)=CC=1.COCCOC>[OH:15][C:12]1[CH:13]=[CH:14][C:9]([C:8](=[C:16]2[CH2:21][C:20]([CH3:23])([CH3:22])[CH2:19][C:18]([CH3:25])([CH3:24])[CH2:17]2)[C:5]2[CH:6]=[CH:7][C:2]([C:2]3[CH:7]=[CH:6][C:5]([C:26]([OH:29])=[O:27])=[CH:4][CH:3]=3)=[CH:3][CH:4]=2)=[CH:10][CH:11]=1 |f:1.2.3,^1:35,37,56,75|. Reported procedure: To a round-bottomed flask were added 4-[(4-bromophenyl)(3,3,5,5-tetramethylcyclohexylidene)methyl]phenol (14) (0.105 g, 0.26 mmol), 4-dihydroxyborane-benzoic acid (0.093 g, 0.56 mmol, 2.2 eq), tetrakis(triphenylphosphine)palladium(0) (0.023 g, 0.02 mmol, 0.08 eq), aqueous Na2CO3 (2 M, 3 mL), and ethylene glycol dimethyl ether (5 mL). The reaction mixture was heated overnight at reflux with stirring under a nitrogen atmosphere. The reaction mixture was allowed to stand at RT under nitrogen for si... Starting materials: O=C([O-])O, CC[SiH](CC)CC, C1COCCO1, CO, O=C(c1c(Cl)cc(Cl)cc1Cl)N(Cc1cccc(OC2CCCCO2)c1)c1ccc(OCCN2CCCC2)cc1, Cl, [Na+]. Yields the product O=C(c1c(Cl)cc(Cl)cc1Cl)N(Cc1cccc(O)c1)c1ccc(OCCN2CCCC2)cc1. As a reaction SMILES: [C:49](=[O:50])([OH:51])[O-:52].[CH2:42]([SiH:43]([CH2:44][CH3:45])[CH2:46][CH3:47])[CH3:48].[CH2:56]1[O:57][CH2:58][CH2:59][O:60][CH2:61]1.[CH3:54][OH:55].[Cl:1][c:2]1[c:3]([C:4](=[O:5])[N:6]([CH2:7][c:8]2[cH:9][c:10]([O:14][CH:15]3[CH2:16][CH2:17][CH2:18][CH2:19][O:20]3)[cH:11][cH:12][cH:13]2)[c:21]2[cH:22][cH:23][c:24]([O:27][CH2:28][CH2:29][N:30]3[CH2:31][CH2:32][CH2:33][CH2:34]3)[cH:25][cH:26]2)[c:35]([Cl:40])[cH:36][c:37]([Cl:39])[cH:38]1.[ClH:41].[Na+:53]>>[Cl:1][c:2]1[c:3]([C:4](=[O:5])[N:6]([CH2:7][c:8]2[cH:9][c:10]([OH:14])[cH:11][cH:12][cH:13]2)[c:21]2[cH:22][cH:23][c:24]([O:27][CH2:28][CH2:29][N:30]3[CH2:31][CH2:32][CH2:33][CH2:34]3)[cH:25][cH:26]2)[c:35]([Cl:40])[cH:36][c:37]([Cl:39])[cH:38]1. The reactants are IC=1C=C(C=CC1)NS(=O)(=O)C (N-(3-iodophenyl)methanesulfonamide), OC1=C(C(=O)OC(C)(C)C)C(=CC=C1C(F)(F)F)COC1=CC=C(C=C1)B1OC(C(O1)(C)C)(C)C (tert-butyl 2-hydroxy-6-{[4-(4,4,5,5-tetramethyl-1,3,2-dioxaborolan-2-yl)phenoxy]methyl}-3-(trifluoromethyl)benzoate). Yields the product OC1=C(C(=O)OC(C)(C)C)C(=CC=C1C(F)(F)F)COC1=CC=C(C=C1)C1=CC(=CC=C1)NS(=O)(=O)C (tert-Butyl 2-hydroxy-6-[({3′-[(methylsulfonyl)amino]-1,1′-biphenyl-4-yl}oxy)methyl]-3-(trifluromethyl)benzoate), powder. Yield: 8.0%. RXN SMILES: I[C:2]1[CH:3]=[C:4]([NH:8][S:9]([CH3:12])(=[O:11])=[O:10])[CH:5]=[CH:6][CH:7]=1.[OH:13][C:14]1[C:26]([C:27]([F:30])([F:29])[F:28])=[CH:25][CH:24]=[C:23]([CH2:31][O:32][C:33]2[CH:38]=[CH:37][C:36](B3OC(C)(C)C(C)(C)O3)=[CH:35][CH:34]=2)[C:15]=1[C:16]([O:18][C:19]([CH3:22])([CH3:21])[CH3:20])=[O:17]>>[OH:13][C:14]1[C:26]([C:27]([F:29])([F:30])[F:28])=[CH:25][CH:24]=[C:23]([CH2:31][O:32][C:33]2[CH:38]=[CH:37][C:36]([C:2]3[CH:7]=[CH:6][CH:5]=[C:4]([NH:8][S:9]([CH3:12])(=[O:11])=[O:10])[CH:3]=3)=[CH:35][CH:34]=2)[C:15]=1[C:16]([O:18][C:19]([CH3:22])([CH3:20])[CH3:21])=[O:17]. Procedure: According to a method similar to Example (31), from N-(3-iodophenyl)methanesulfonamide (134 mg, 0.45 mmol) obtained in Example (35-1) and tert-butyl 2-hydroxy-6-{[4-(4,4,5,5-tetramethyl-1,3,2-dioxaborolan-2-yl)phenoxy]methyl}-3-(trifluoromethyl)benzoate (250 mg, 0.51 mmol) obtained in Example (22-4), the title compound was obtained as a pale violet powder (20 mg, yield: 8%). The reactants are C(CC=C)C1OC1 (2-(But-3-enyl)oxirane), C=CCCCC (hex-1-ene). Yields the product C(C\C=C\CCCC)C1OC1 ((±)-(E)-2-(oct-3-enyl)oxirane). As a reaction SMILES: [CH2:1]([CH:5]1[CH2:7][O:6]1)[CH2:2][CH:3]=[CH2:4].[CH2:8]=[CH:9][CH2:10][CH2:11]CC>>[CH2:1]([CH:5]1[CH2:7][O:6]1)[CH2:2]/[CH:3]=[CH:4]/[CH2:8][CH2:9][CH2:10][CH3:11]. Procedure details: 2-(But-3-enyl)oxirane (1.000 g, 10.2 mmol) and hex-1-ene (9.12 g, 102 mmol) were stirred at room temperature for 24 hr in a sealed scintillation vial with Zhan Catalyst-1 (0.057 g, 0.086 mmol). Solvent was removed under reduced pressure and the residue purified by column chromatography (0–10% EtOAc/n-hexane/silica) to give (±)-(E)-2-(oct-3-enyl)oxirane as a colorless oil. 1H NMR (CDCl3): δ 5.5–5.4 (m, 2H), 3.0–2.9 (m, 1H), 2.8–2.7 (m, 1H), 2.5–2.45 (m, 1H), 2.2–2.1 (m, 2H), 1.99 (q, 2H, J=5.7), ... Reactants: CCOc1ccc(-c2cccc3[nH]c(C(=O)O)cc23)cc1, Cl, Cl, Cl, CC(CN1CCC(N)CC1)N1CCC(O)CC1. Yields the product CCOc1ccc(-c2cccc3[nH]c(C(=O)NC4CCN(CC(C)N5CCC(O)CC5)CC4)cc23)cc1. RXN SMILES: [CH2:1]([CH3:2])[O:3][c:4]1[cH:5][cH:6][c:7](-[c:10]2[c:11]3[cH:12][c:13]([C:19](=[O:20])[OH:21])[nH:14][c:15]3[cH:16][cH:17][cH:18]2)[cH:8][cH:9]1.[ClH:22].[ClH:23].[ClH:24].[NH2:25][CH:26]1[CH2:27][CH2:28][N:29]([CH2:32][CH:33]([CH3:34])[N:35]2[CH2:36][CH2:37][CH:38]([OH:41])[CH2:39][CH2:40]2)[CH2:30][CH2:31]1>>[CH2:1]([CH3:2])[O:3][c:4]1[cH:5][cH:6][c:7](-[c:10]2[c:11]3[cH:12][c:13]([C:19](=[O:20])[NH:25][CH:26]4[CH2:27][CH2:28][N:29]([CH2:32][CH:33]([CH3:34])[N:35]5[CH2:36][CH2:37][CH:38]([OH:41])[CH2:39][CH2:40]5)[CH2:30][CH2:31]4)[nH:14][c:15]3[cH:16][cH:17][cH:18]2)[cH:8][cH:9]1. Reactants: BrBr (bromine), C1(=CC=CC=C1)C1CNCCC2=C1SC=C2 (8-phenyl-5,6,7,8-tetrahydro-4H-thieno[2,3-d]azepine). The solvent is C(C)(=O)O (acetic acid), C(C)(=O)O (acetic acid). Product: Br.BrC1=CC2=C(C(CNCC2)C2=CC=CC=C2)S1 (2-bromo-8-phenyl-5,6,7,8-tetrahydro-4H-thieno[2,3-d]azepine hydrobromide). As a reaction SMILES: [Br:1]Br.[C:3]1([CH:9]2[C:15]3[S:16][CH:17]=[CH:18][C:14]=3[CH2:13][CH2:12][NH:11][CH2:10]2)[CH:8]=[CH:7][CH:6]=[CH:5][CH:4]=1>C(O)(=O)C>[BrH:1].[Br:1][C:17]1[S:16][C:15]2[CH:9]([C:3]3[CH:4]=[CH:5][CH:6]=[CH:7][CH:8]=3)[CH2:10][NH:11][CH2:12][CH2:13][C:14]=2[CH:18]=1 |f:3.4|. Procedure details: A solution of bromine in acetic acid (1.03 ml, 10% v/v solution) was added dropwise to a stirred solution of 8-phenyl-5,6,7,8-tetrahydro-4H-thieno[2,3-d]azepine (0.53 g, 2 mmol, hydrochloride salt converted to free base by extraction between dichloromethane and aqueous ammonia) in acetic acid (5 ml) at room temperature. After 30 minutes the mixture was evaporated and the blue coloured solid residue recrystallised from ethanol (10 ml) to give 2-bromo-8-phenyl-5,6,7,8-tetrahydro-4H-thieno[2,3-d]az... Reactants: OC1(CCNCC1)C1=CC=CC=C1 (4-hydroxy-4-phenyl-piperidine), O1C=CC=C1 (furan), [Cl-].[Al+3].[Cl-].[Cl-] (aluminum chloride), C(=O)(O)[O-].[Na+] (NaHCO3). Solvent: C(Cl)Cl (CH2Cl2). Run at time 3 hour. Product: C1(=CC=CC=C1)C1(CCNCC1)C=1OC=CC1 (4-Phenyl-4-furan-2-yl-piperidine). The yield is 75.4%. As a reaction SMILES: O[C:2]1([C:8]2[CH:13]=[CH:12][CH:11]=[CH:10][CH:9]=2)[CH2:7][CH2:6][NH:5][CH2:4][CH2:3]1.[O:14]1[CH:18]=[CH:17][CH:16]=[CH:15]1.[Cl-].[Al+3].[Cl-].[Cl-].C([O-])(O)=O.[Na+]>C(Cl)Cl>[C:8]1([C:2]2([C:15]3[O:14][CH:18]=[CH:17][CH:16]=3)[CH2:7][CH2:6][NH:5][CH2:4][CH2:3]2)[CH:13]=[CH:12][CH:11]=[CH:10][CH:9]=1 |f:2.3.4.5,6.7|. Procedure: To a solution of 4-hydroxy-4-phenyl-piperidine(0.50 g, 2.8 mmol) in 10 ml of CH2Cl2 at 25° C. was added furan (0.40 ml, 5.6 mmol) and aluminum chloride (0.75 g, 5.6 mmol) in a portion and the resulting heterogeneous solution was stirred for 3 h. Reaction mixture was poured into cold aqueous NaHCO3 and extracted with EtOAc. Organic layer was dried over Na2SO4 and concentrated in vacuo to provide oily residue, which was purified by column chromatography (30% NH3 sat'd MeOH/EtOAc) to yield 0.48 g (... Reactants: C1C[C@H]2CC(=O)C[C@@H]1N2 (nortropan-3-one), ClC1=NC=C(C=N1)B(O)O ((2-chloropyrimidin-5-yl)-boronic acid). Yields the product O=C1CC2CCC(C1)N2C2=NC=C(C=N2)B(O)O ([2-(3-oxo-8-azabicyclo[3.2.1]octan-8-yl)pyrimidin-5-yl]boronic acid). Isolated yield 48.1%. Reaction SMILES: [CH2:1]1[C@H:8]2[NH:9][C@H:3]([CH2:4][C:5]([CH2:7]2)=[O:6])[CH2:2]1.Cl[C:11]1[N:16]=[CH:15][C:14]([B:17]([OH:19])[OH:18])=[CH:13][N:12]=1>>[O:6]=[C:5]1[CH2:4][CH:3]2[N:9]([C:11]3[N:16]=[CH:15][C:14]([B:17]([OH:19])[OH:18])=[CH:13][N:12]=3)[CH:8]([CH2:1][CH2:2]2)[CH2:7]1. Reported procedure: Prepared from nortropan-3-one (2.00 g, 16.0 mmol) and (2-chloropyrimidin-5-yl)-boronic acid (2.53 g, 16.0 mmol) in accordance with General Method C to give the title compound (1.90 g, 48%) as a pale orange oil. δH (DMSO-d6) 8.93 (s, 2H), 8.70 (s, 2H), 4.95-4.90 (m, 2H), 3.68-3.60 (m, 2H), 2.65-2.59 (m, 2H), 2.35-2.26 (m, 2H), 2.12-2.07 (m, 2H), 1.75-1.68 (m, 2H). LCMS (pH 3): MH+ (248.8), RT 0.87 minutes.